From a dataset of the Open Reaction Database (ORD), a public repository of structured organic reaction records. describe an organic reaction: reactants, conditions, products, and yield Starting materials: CN1C(=NC(=C1)S(=O)(=O)Cl)C (1,2-dimethylimidazole-4-sulfonyl chloride), CC1N(CCOC=2C1=C1C=CNC1=CC2)C(=O)OC(C)(C)C (tert-butyl 1-methyl-1,3,4,8-tetrahydro-2H-[1,4]oxazepino[6,7-e]indole-2-carboxylate), CC1N(CCOC=2C1=C1C=CNC1=CC2)C(=O)OC(C)(C)C (tert-butyl 1-methyl-1,3,4,8-tetrahydro-2H-[1,4]oxazepino[6,7-e]indole-2-carboxylate), [H-].[Na+] (sodium hydride). The solvent is CN(C)C=O (DMF). Conditions: time 8 hour. Product: CN1C(=NC(=C1)S(=O)(=O)N1C=CC2=C3C(=CC=C12)OCCN(C3C)C(=O)OC(C)(C)C)C (tert-butyl 8-[(1,2-dimethyl-1H-imidazol-4-yl)sulfonyl]-1-methyl-1,3,4,8-tetrahydro-2H-[1,4]oxazepino[6,7-e]indole-2-carboxylate). The yield is 13.1%. Reaction SMILES: [CH3:1][CH:2]1[C:8]2=[C:9]3[C:13](=[CH:14][CH:15]=[C:7]2[O:6][CH2:5][CH2:4][N:3]1[C:16]([O:18][C:19]([CH3:22])([CH3:21])[CH3:20])=[O:17])[NH:12][CH:11]=[CH:10]3.[H-].[Na+].[CH3:25][N:26]1[CH:30]=[C:29]([S:31](Cl)(=[O:33])=[O:32])[N:28]=[C:27]1[CH3:35]>CN(C=O)C>[CH3:25][N:26]1[CH:30]=[C:29]([S:31]([N:12]2[C:13]3[C:9](=[C:8]4[CH:2]([CH3:1])[N:3]([C:16]([O:18][C:19]([CH3:21])([CH3:20])[CH3:22])=[O:17])[CH2:4][CH2:5][O:6][C:7]4=[CH:15][CH:14]=3)[CH:10]=[CH:11]2)(=[O:33])=[O:32])[N:28]=[C:27]1[CH3:35] |f:1.2|. Procedure: tert-Butyl 1-methyl-1,3,4,8-tetrahydro-2H-[1,4]oxazepino[6,7-e]indole-2-carboxylate (Intermediate 42, 25 mg, 0.083 mmol) was dissolved in DMF (1 mL) and sodium hydride (60% in mineral oil, 4.0 mg, 0.17 mol) was added. The reaction mixture was stirred at room temperature for 15 minutes before 1,2-dimethylimidazole-4-sulfonyl chloride (22 mg, 0.11 mmol) was added. The reaction mixture was allowed to stir at room temperature overnight. The reaction was quenched by addition of water and the crude pr... The reactants are Oc1cccc2c(CCOCC3(c4ccccc4)OCCO3)coc12, C1CCOC1, Cl, O. Yields the product O=C(COCCc1coc2c(O)cccc12)c1ccccc1. Reaction SMILES: [CH2:1]1[O:2][C:3]([CH2:4][O:5][CH2:6][CH2:7][c:8]2[cH:9][o:10][c:11]3[c:12]2[cH:13][cH:14][cH:15][c:16]3[OH:17])([c:18]2[cH:19][cH:20][cH:21][cH:22][cH:23]2)[O:25][CH2:24]1.[CH2:28]1[O:29][CH2:30][CH2:31][CH2:32]1.[ClH:26].[OH2:27]>>[O:2]=[C:3]([CH2:4][O:5][CH2:6][CH2:7][c:8]1[cH:9][o:10][c:11]2[c:12]1[cH:13][cH:14][cH:15][c:16]2[OH:17])[c:18]1[cH:19][cH:20][cH:21][cH:22][cH:23]1.